Dataset: the Open Reaction Database (ORD), a public repository of structured organic reaction records. Task: describe an organic reaction: reactants, conditions, products, and yield Starting materials: [H][H] (hydrogen), C(O)([O-])=O.[Na+] (sodium hydrogen carbonate), FC1=CC=C(N)C=C1 (4-fluoroaniline), FC1=C(C=C(C=C1)C=1OC2=C(N1)C=CC=C2)[N+](=O)[O-] (2-(4-fluoro-3-nitrophenyl)benzoxazole). Reagents/catalysts: [C].[Pd] (palladium-carbon). Solvent: O (water), C(C)O (ethanol), O1CCCC1 (tetrahydrofuran). Conditions: time 4 hour. The product is FC1=CC=C(C=C1)NC1=C(N)C=C(C=C1)C=1OC2=C(N1)C=CC=C2 (2-(2-(4-fluorophenyl)aminoanilin-5-yl)benzoxazole). Isolated yield 10.8%. Reaction SMILES: F[C:2]1[CH:7]=[CH:6][C:5]([C:8]2[O:9][C:10]3[CH:16]=[CH:15][CH:14]=[CH:13][C:11]=3[N:12]=2)=[CH:4][C:3]=1[N+:17]([O-])=O.C(=O)([O-])O.[Na+].[F:25][C:26]1[CH:32]=[CH:31][C:29]([NH2:30])=[CH:28][CH:27]=1.[H][H]>C(O)C.[C].[Pd].O1CCCC1.O>[F:25][C:26]1[CH:32]=[CH:31][C:29]([NH:30][C:2]2[CH:7]=[CH:6][C:5]([C:8]3[O:9][C:10]4[CH:16]=[CH:15][CH:14]=[CH:13][C:11]=4[N:12]=3)=[CH:4][C:3]=2[NH2:17])=[CH:28][CH:27]=1 |f:1.2,6.7|. Procedure details: To a suspension of 2-(4-fluoro-3-nitrophenyl)benzoxazole (see Working Example 15-2) (300 mg, 1.16 mmol) in ethanol (5 mL) was added sodium hydrogen carbonate (195 mg, 2.32 mmol) and 4-fluoroaniline (322 mg, 2.90 mmol), and this was heated to reflux with stirring for 4 hours. After the reaction was complete, this was cooled to room temperature, water was added, and this was extracted with chloroform. After the organic layer obtained was dried over anhydrous sodium sulfate, it was filtered and con...